Dataset: the Open Reaction Database (ORD), a public repository of structured organic reaction records. Task: describe an organic reaction: reactants, conditions, products, and yield Reactants: O=C(Cl)c1ccc(Br)cc1, C1COCCN1, C1CCOC1, CCN(C(C)C)C(C)C, O. The product is O=C(c1ccc(Br)cc1)N1CCOCC1. As a reaction SMILES: [Br:1][c:2]1[cH:3][cH:4][c:5]([C:6](=[O:7])[Cl:8])[cH:9][cH:10]1.[CH2:11]1[CH2:12][O:13][CH2:14][CH2:15][NH:16]1.[CH2:27]1[O:28][CH2:29][CH2:30][CH2:31]1.[CH:17]([N:18]([CH2:19][CH3:20])[CH:21]([CH3:22])[CH3:23])([CH3:24])[CH3:25].[OH2:26]>>[Br:1][c:2]1[cH:3][cH:4][c:5]([C:6](=[O:7])[N:16]2[CH2:11][CH2:12][O:13][CH2:14][CH2:15]2)[cH:9][cH:10]1. The reactants are BrB(Br)Br, COc1ccc([N+](=O)[O-])c2c1C(=O)CC2, ClCCl, ClCCl, O. The product is O=C1CCc2c([N+](=O)[O-])ccc(O)c21. Reaction SMILES: [B:22]([Br:23])([Br:24])[Br:25].[CH3:1][O:2][c:3]1[cH:4][cH:5][c:6]([N+:13](=[O:14])[O-:15])[c:7]2[c:11]1[C:10](=[O:12])[CH2:9][CH2:8]2.[Cl:16][CH2:17][Cl:18].[Cl:19][CH2:20][Cl:21].[OH2:26]>>[OH:2][c:3]1[cH:4][cH:5][c:6]([N+:13](=[O:14])[O-:15])[c:7]2[c:11]1[C:10](=[O:12])[CH2:9][CH2:8]2. The reactants are C(CCC)[Sn](Cl)(CCCC)CCCC (tributylchlorostannane), FC(OC=1C=C2C(=NN(C2=CC1)C)I)F (5-(Difluoromethoxy)-3-iodo-1-methyl-1H-indazole), C(C)(C)[Mg]Cl (isopropylmagnesium chloride), NaCl ice. Run in C1CCOC1 (THF). Run at temperature -16 celsius, time 20 minute. Yields the product FC(OC=1C=C2C(=NN(C2=CC1)C)[Sn](CCCC)(CCCC)CCCC)F (5-(Difluoromethoxy)-1-methyl-3-(tributylstannyl)-1H-indazole). Reaction SMILES: [F:1][CH:2]([F:15])[O:3][C:4]1[CH:5]=[C:6]2[C:10](=[CH:11][CH:12]=1)[N:9]([CH3:13])[N:8]=[C:7]2I.C([Mg]Cl)(C)C.[CH2:21]([Sn:25]([CH2:31][CH2:32][CH2:33][CH3:34])([CH2:27][CH2:28][CH2:29][CH3:30])Cl)[CH2:22][CH2:23][CH3:24]>C1COCC1>[F:1][CH:2]([F:15])[O:3][C:4]1[CH:5]=[C:6]2[C:10](=[CH:11][CH:12]=1)[N:9]([CH3:13])[N:8]=[C:7]2[Sn:25]([CH2:27][CH2:28][CH2:29][CH3:30])([CH2:31][CH2:32][CH2:33][CH3:34])[CH2:21][CH2:22][CH2:23][CH3:24]. Reported procedure: 5-(Difluoromethoxy)-3-iodo-1-methyl-1H-indazole (0.265 g, 818 μmol) was dissolved in THF (3.00 mL). The colorless solution was cooled to −16° C. (NaCl/ice bath) then isopropylmagnesium chloride (2M in THF, 458 μL, 916 μmol) added dropwise at −16° C. The reaction mixture was stirred at −16° C. for 20 min then tributylchlorostannane (306 mg, 255 μL, 940 μmol) was added slowly. The reaction mixture was warmed to 25° C. and stirred for 1.5 h. The reaction mixture was quenched with saturated ammonium... The reactants are CCO, CC(=O)O, Oc1ccc(F)cc1, O, O=[N+]([O-])O. Yields the product O=[N+]([O-])c1cc(F)ccc1O. As a reaction SMILES: [CH3:14][CH2:15][OH:16].[CH3:17][C:18](=[O:19])[OH:20].[F:5][c:6]1[cH:7][cH:8][c:9]([OH:12])[cH:10][cH:11]1.[OH2:13].[OH:1][N+:2]([O-:3])=[O:4]>>[O-:1][N+:2](=[O:4])[c:8]1[cH:7][c:6]([F:5])[cH:11][cH:10][c:9]1[OH:12]. The reactants are COC(C1=CC(=C(C=C1)C=O)[N+](=O)[O-])=O (methyl4-formyl-3-nitrobenzoate), C(C)O (ethanol). The reagents and catalysts are [Fe] (Fe). Run in C(C)(=O)O (acetic acid). Run at time 1 hour. Yields the product C(=O)C1=C(C=C(C(=O)OC)C=C1)N (methyl 4-formyl-3-aminobenzoate). Yield: 85.0%. RXN SMILES: C(O)C.[CH3:4][O:5][C:6](=[O:18])[C:7]1[CH:12]=[CH:11][C:10]([CH:13]=[O:14])=[C:9]([N+:15]([O-])=O)[CH:8]=1>[Fe].C(O)(=O)C>[CH:13]([C:10]1[CH:11]=[CH:12][C:7]([C:6]([O:5][CH3:4])=[O:18])=[CH:8][C:9]=1[NH2:15])=[O:14]. Procedure details: To a 1:1 mixture of ethanol and acetic acid was added methyl4-formyl-3-nitrobenzoate (1 eq) and Fe dust (3 eq) was added in portions. The reduction was complete in 1 h. The reaction mixture was filtered and then concentrated and partitioned between ethyl acetate and water. The organic layer was washed with saturated sodium bicarbonate and dried and concentrated to give methyl 4-formyl-3-aminobenzoate in 85% yield. ES/MS m/z 180 (MH+). Reactants: IC=1C=C(C(=O)NC2=CC=C(C=C2)OC(F)(F)F)C=CC1 (3-Iodo-N-(4-(trifluoromethoxy)phenyl)benzamide), N1C=NC=C1 (1H-imidazole), N1[C@H](C(=O)O)CCC1 (L-proline), C(=O)([O-])[O-].[K+].[K+] (K2CO3). Reagents/catalysts: [Cu]I (CuI). The solvent is CS(=O)C (DMSO). Conditions: temperature 90 celsius, time 70 hour. Product: N1(C=NC=C1)C=1C=C(C(=O)NC2=CC=C(C=C2)OC(F)(F)F)C=CC1 (3-(1H-Imidazol-1-yl)-N-(4-(trifluoromethoxy)phenyl)benzamide). RXN SMILES: I[C:2]1[CH:3]=[C:4]([CH:19]=[CH:20][CH:21]=1)[C:5]([NH:7][C:8]1[CH:13]=[CH:12][C:11]([O:14][C:15]([F:18])([F:17])[F:16])=[CH:10][CH:9]=1)=[O:6].[NH:22]1[CH:26]=[CH:25][N:24]=[CH:23]1.N1CCC[C@H]1C(O)=O.C([O-])([O-])=O.[K+].[K+]>[Cu]I.CS(C)=O>[N:22]1([C:2]2[CH:3]=[C:4]([CH:19]=[CH:20][CH:21]=2)[C:5]([NH:7][C:8]2[CH:13]=[CH:12][C:11]([O:14][C:15]([F:18])([F:17])[F:16])=[CH:10][CH:9]=2)=[O:6])[CH:26]=[CH:25][N:24]=[CH:23]1 |f:3.4.5|. Procedure: 3-Iodo-N-(4-(trifluoromethoxy)phenyl)benzamide (Stage 1.1, 204 mg, 0.5 mmol), 1H-imidazole (68.1 mg, 1 mmol), CuI (9.52 mg, 0.050 mmol), L-proline (11.51 mg, 0.100 mmol), K2CO3 (138 mg, 1.000 mmol) and DMSO (500 μL) were added to a vial, which was sealed, evacuated/purged with argon and the RM stirred at 90° C. for 70 h. The RM was diluted with DCM/EtOAc, filtered and stirred with of Chelex® 100 (950 mg). The mixture was washed with sat. aq. Na2CO3, brine, dried over MgSO4 and the solvent was ev...